This data is from the Open Reaction Database (ORD), a public repository of structured organic reaction records. The task is: describe an organic reaction: reactants, conditions, products, and yield The reactants are C(#N)C1=C(C=C(N)C=C1)C(F)(F)F (4-cyano-3-trifluoromethyl-aniline), C(C)C(C(=O)O)=C (2-ethyl-acrylic acid). Yields the product C(#N)C1=C(C=C(C=C1)NC(C(=C)CC)=O)C(F)(F)F (N-(4-Cyano-3-trifluoromethyl-phenyl)-2-ethyl-acrylamide). RXN SMILES: [C:1]([C:3]1[CH:9]=[CH:8][C:6]([NH2:7])=[CH:5][C:4]=1[C:10]([F:13])([F:12])[F:11])#[N:2].[CH2:14]([C:16](=[CH2:20])[C:17](O)=[O:18])[CH3:15]>>[C:1]([C:3]1[CH:9]=[CH:8][C:6]([NH:7][C:17](=[O:18])[C:16]([CH2:14][CH3:15])=[CH2:20])=[CH:5][C:4]=1[C:10]([F:11])([F:12])[F:13])#[N:2]. Procedure details: Following the procedure described in Example 1, starting from 4-cyano-3-trifluoromethyl-aniline and 2-ethyl-acrylic acid, the title compound was prepared as a yellow solid. The reactants are CC(=O)OCc1cccc(N)c1C, CCCCCCC, CC(C)(C)ON=O, c1ccoc1. Product: CC(=O)OCc1cccc(-c2ccco2)c1C. RXN SMILES: [C:1]([CH3:2])(=[O:3])[O:4][CH2:5][c:6]1[c:7]([CH3:13])[c:8]([NH2:12])[cH:9][cH:10][cH:11]1.[CH3:26][CH2:27][CH2:28][CH2:29][CH2:30][CH2:31][CH3:32].[N:19]([O:20][C:21]([CH3:22])([CH3:23])[CH3:24])=[O:25].[cH:14]1[cH:15][cH:16][o:17][cH:18]1>>[C:1]([CH3:2])(=[O:3])[O:4][CH2:5][c:6]1[c:7]([CH3:13])[c:8](-[c:16]2[cH:15][cH:14][cH:18][o:17]2)[cH:9][cH:10][cH:11]1.